This data is from the Open Reaction Database (ORD), a public repository of structured organic reaction records. The task is: describe an organic reaction: reactants, conditions, products, and yield The reactants are C1(=CC=CC=C1)NC(=N)N1CCCC1 (N-phenyl-1-pyrrolidinecarboximidamide), [OH-].[Na+] (NaOH), C(\C=C\C(=O)O)(=O)O (fumaric acid), CN1C(OCC1)=O (3-methyloxazolidin-2-one), FS(=O)(=O)OC (methyl fluorosulfonate). Solvent: C(Cl)Cl (methylene chloride), C(C)(C)O (isopropanol), C(Cl)Cl (methylene chloride). Run at time 3 hour. Yields the product C(\C=C\C(=O)O)(=O)O.CN1C(OCC1)=NC(=NC1=CC=CC=C1)N1CCCC1 (N-(3-methyl-2-oxazolidinylidene)-N'-phenyl-1-pyrrolidinecarboximidamide fumarate). As a reaction SMILES: [CH3:1][N:2]1[CH2:6][CH2:5][O:4][C:3]1=O.FS(OC)(=O)=O.[C:14]1([NH:20][C:21]([N:23]2[CH2:27][CH2:26][CH2:25][CH2:24]2)=[NH:22])[CH:19]=[CH:18][CH:17]=[CH:16][CH:15]=1.[OH-].[Na+].[C:30]([OH:37])(=[O:36])/[CH:31]=[CH:32]/[C:33]([OH:35])=[O:34]>C(Cl)Cl.C(O)(C)C>[C:30]([OH:37])(=[O:36])/[CH:31]=[CH:32]/[C:33]([OH:35])=[O:34].[CH3:1][N:2]1[CH2:6][CH2:5][O:4][C:3]1=[N:22][C:21]([N:23]1[CH2:27][CH2:26][CH2:25][CH2:24]1)=[N:20][C:14]1[CH:19]=[CH:18][CH:17]=[CH:16][CH:15]=1 |f:3.4,8.9|. Procedure details: To a solution of 3-methyloxazolidin-2-one, 2.02 g (0.02 mole), in dry methylene chloride under dry nitrogen is added 2.28 g (0.02 mole) of methyl fluorosulfonate in one portion. After stirring 3 hrs, 0.02 mole of N-phenyl-1-pyrrolidinecarboximidamide free base in dry methylene chloride is added. After stirring at room temperature overnight, the solution is shaken with excess cold 3 N NaOH. The organic layer is separated and dried over K2CO3, filtered, and the solvent removed in vacuo to afford t... Reactants: OBO, CC(C)(C)OC(=O)Nc1ccc(I)cc1[N+](=O)[O-], Fc1ccccc1. The product is CC(C)(C)OC(=O)Nc1ccc(-c2cccc(F)c2)cc1[N+](=O)[O-]. As a reaction SMILES: [BH:19]([OH:20])[OH:21].[C:1]([CH3:2])([CH3:3])([CH3:4])[O:5][C:6]([NH:7][c:8]1[c:9]([N+:15](=[O:16])[O-:17])[cH:10][c:11]([I:14])[cH:12][cH:13]1)=[O:18].[F:22][c:23]1[cH:24][cH:25][cH:26][cH:27][cH:28]1>>[C:1]([CH3:2])([CH3:3])([CH3:4])[O:5][C:6]([NH:7][c:8]1[c:9]([N+:15](=[O:16])[O-:17])[cH:10][c:11](-[c:27]2[cH:26][cH:25][cH:24][c:23]([F:22])[cH:28]2)[cH:12][cH:13]1)=[O:18]. Starting materials: C(C)(C)(C)OC(=O)NCC(=O)N(C)CC=1C=C(C=CC1)C=1C=NC(=NC1)N1CCN(CC1)C(=O)OC1=CC=C(C=C1)[N+](=O)[O-] (4-nitrophenyl 4-{5-[3-({[N-(tert-butoxycarbonyl)glycyl](methyl)amino}methyl)phenyl]pyrimidin-2-yl}piperazine-1-carboxylate), O (water), C(CO)(=O)OCC (Ethyl glycolate), [H-].[Na+] (NaH). Solvent: CN(C)C=O (DMF), CN(C)C=O (DMF). Conditions: time 10 minute. Product: C(C)(C)(C)OC(=O)NCC(=O)N(C)CC=1C=C(C=CC1)C=1C=NC(=NC1)N1CCN(CC1)C(=O)OCC(=O)OCC (2-ethoxy-2-oxoethyl 4-{5-[3-({[N-(tert-butoxycarbonyl)glycyl](methyl)amino}methyl)phenyl]pyrimidin-2-yl}piperazine-1-carboxylate). Yield: 10.9%. Reaction SMILES: [C:1]([O:5][CH2:6][CH3:7])(=[O:4])[CH2:2][OH:3].[H-].[Na+].[C:10]([O:14][C:15]([NH:17][CH2:18][C:19]([N:21]([CH2:23][C:24]1[CH:25]=[C:26]([C:30]2[CH:31]=[N:32][C:33]([N:36]3[CH2:41][CH2:40][N:39]([C:42](OC4C=CC([N+]([O-])=O)=CC=4)=[O:43])[CH2:38][CH2:37]3)=[N:34][CH:35]=2)[CH:27]=[CH:28][CH:29]=1)[CH3:22])=[O:20])=[O:16])([CH3:13])([CH3:12])[CH3:11].O>CN(C=O)C>[C:10]([O:14][C:15]([NH:17][CH2:18][C:19]([N:21]([CH2:23][C:24]1[CH:25]=[C:26]([C:30]2[CH:31]=[N:32][C:33]([N:36]3[CH2:41][CH2:40][N:39]([C:42]([O:3][CH2:2][C:1]([O:5][CH2:6][CH3:7])=[O:4])=[O:43])[CH2:38][CH2:37]3)=[N:34][CH:35]=2)[CH:27]=[CH:28][CH:29]=1)[CH3:22])=[O:20])=[O:16])([CH3:13])([CH3:11])[CH3:12] |f:1.2|. Procedure details: Ethyl glycolate (116 mg) was dissolved in DMF (4 ml), and NaH (73 mg) was added thereto under ice-cooling. After stirring at the same temperature for 10 minutes, a solution of 4-nitrophenyl 4-{5-[3-({[N-(tert-butoxycarbonyl)glycyl](methyl)amino}methyl)phenyl]pyrimidin-2-yl}piperazine-1-carboxylate (340 mg) in DMF (3 ml) was added thereto, followed by stirring at room temperature overnight. To the reaction mixture was added water, followed by extraction with EtOAc. The organic layer was dried ove... Starting materials: C[O-], CO, O=c1c(Cl)nsnc1Cl, [Na+], O. Yields the product COc1nsnc(Cl)c1=O. As a reaction SMILES: [CH3:10][O-:11].[CH3:14][OH:15].[Cl:1][c:2]1[n:3][s:4][n:5][c:6]([Cl:9])[c:7]1=[O:8].[Na+:12].[OH2:13]>>[Cl:1][c:2]1[n:3][s:4][n:5][c:6]([O:11][CH3:10])[c:7]1=[O:8].